From a dataset of the Open Reaction Database (ORD), a public repository of structured organic reaction records. describe an organic reaction: reactants, conditions, products, and yield Starting materials: FC=1C(=NC=CC1I)N1C=C(C(C=C1)=O)OCC1=CC=C(C=C1)OC (3′-fluoro-4′-iodo-3-[(4-methoxybenzyl)oxy]-4H-1,2′-bipyridin-4-one), ClC=1C(=C2C(=NC1)N(C=C2)[Si](C(C)C)(C(C)C)C(C)C)B2OC(C(O2)(C)C)(C)C (5-chloro-4-(4,4,5,5-tetramethyl-1,3,2-dioxaborolan-2-yl)-1-(triisopropylsilyl)-1H-pyrrolo[2,3-b]pyridine), C([O-])([O-])=O.[Cs+].[Cs+] (cesium carbonate). Solvent: C1CCOC1 (THF). Run at temperature 135 celsius. Yields the product ClC=1C(=C2C(=NC1)NC=C2)C2=C(C(=NC=C2)N2C=C(C(C=C2)=O)OCC2=CC=C(C=C2)OC)F (4′-(5-chloro-1H-pyrrolo[2,3-b]pyridin-4-yl)-3′-fluoro-3-[(4-methoxybenzyl)oxy]-4H-1,2′-bipyridin-4-one). Reaction SMILES: [F:1][C:2]1[C:3]([N:9]2[CH:14]=[CH:13][C:12](=[O:15])[C:11]([O:16][CH2:17][C:18]3[CH:23]=[CH:22][C:21]([O:24][CH3:25])=[CH:20][CH:19]=3)=[CH:10]2)=[N:4][CH:5]=[CH:6][C:7]=1I.[Cl:26][C:27]1[C:28](B2OC(C)(C)C(C)(C)O2)=[C:29]2[CH:35]=[CH:34][N:33]([Si](C(C)C)(C(C)C)C(C)C)[C:30]2=[N:31][CH:32]=1.C(=O)([O-])[O-].[Cs+].[Cs+]>C1COCC1>[Cl:26][C:27]1[C:28]([C:7]2[CH:6]=[CH:5][N:4]=[C:3]([N:9]3[CH:14]=[CH:13][C:12](=[O:15])[C:11]([O:16][CH2:17][C:18]4[CH:23]=[CH:22][C:21]([O:24][CH3:25])=[CH:20][CH:19]=4)=[CH:10]3)[C:2]=2[F:1])=[C:29]2[CH:35]=[CH:34][NH:33][C:30]2=[N:31][CH:32]=1 |f:2.3.4|. Reported procedure: To a room temperature solution of 132 mg (0.292 mmol) 3′-fluoro-4′-iodo-3-[(4-methoxybenzyl)oxy]-4H-1,2′-bipyridin-4-one in 2 mL THF in a 5 mL microwave vial (Biotage) were added 253 mg (0.584 mmol) 5-chloro-4-(4,4,5,5-tetramethyl-1,3,2-dioxaborolan-2-yl)-1-(triisopropylsilyl)-1H-pyrrolo[2,3-b]pyridine, 1 mL 1.0 M cesium carbonate (1.0 mmol), and 23.8 mg (0.029 mmol) 1,1′-bis(diphenylphosphino)ferrocene-palladium(II)dichloride dichloromethane complex. The vial was sealed and the reaction mixture... Starting materials: FC1=CC=CC(=N1)N1CCNCC1 (1-(6-fluoropyridin-2-yl)piperazine), ClC(C)C1=CC=C(C=C1)C(C)(C)NC(C)=O (N-(1-(4-(1-chloroethyl)phenyl)-1-methylethyl)acetamide). Product: FC1=CC=CC(=N1)N1CCN(CC1)C(C)C1=CC=C(C=C1)C(C)(C)NC(C)=O (N-(1-(4-(1-(4-(6-fluoropyridin-2-yl)piperazin-1-yl)ethyl)phenyl)-1-methylethyl)acetamide). RXN SMILES: [F:1][C:2]1[N:7]=[C:6]([N:8]2[CH2:13][CH2:12][NH:11][CH2:10][CH2:9]2)[CH:5]=[CH:4][CH:3]=1.Cl[CH:15]([C:17]1[CH:22]=[CH:21][C:20]([C:23]([NH:26][C:27](=[O:29])[CH3:28])([CH3:25])[CH3:24])=[CH:19][CH:18]=1)[CH3:16]>>[F:1][C:2]1[N:7]=[C:6]([N:8]2[CH2:13][CH2:12][N:11]([CH:15]([C:17]3[CH:22]=[CH:21][C:20]([C:23]([NH:26][C:27](=[O:29])[CH3:28])([CH3:25])[CH3:24])=[CH:19][CH:18]=3)[CH3:16])[CH2:10][CH2:9]2)[CH:5]=[CH:4][CH:3]=1. Reported procedure: By similar reaction and treatment to that in Example 1(5) using 1-(6-fluoropyridin-2-yl)piperazine obtained in Example 85(2) instead of phenylpiperazine and N-(1-(4-(1-chloroethyl)phenyl)-1-methylethyl)acetamide instead of N-(4-chloromethylphenylmethyl)acetamide, the title compound can be obtained. Run at temperature 120 celsius, time 19 hour. Procedure details: A mechanically stirred mixture of 3-(5-bromo-1-oxo-1,3-dihydro-isoindol-2-yl)-piperidine-2,6-dione (25.2 g, 78 mmol), bis(diphenylphosphino)ferrocene (2.0 g), tris(dibenzylideneacetone)dipalladium (2.0 g) and zinc cyanide (9.4 g, 80 mmol) in DMF (300 mL) was heated to 120° C. and stirred at this temperature for 19 hours. The reaction mixture was cooled to 40° C., and another 9.4 g of zinc cyanide, 2 g of bis(diphenylphosphino)ferrocene and 2 g of tris(dibenzylideneacetone)dipalladium were added.... Reagents/catalysts: C1(=CC=CC=C1)P(C1=CC=CC=C1)[C-]1C=CC=C1.[C-]1(C=CC=C1)P(C1=CC=CC=C1)C1=CC=CC=C1.[Fe+2] (bis(diphenylphosphino)ferrocene), C=1C=CC(=CC1)/C=C/C(=O)/C=C/C2=CC=CC=C2.C=1C=CC(=CC1)/C=C/C(=O)/C=C/C2=CC=CC=C2.C=1C=CC(=CC1)/C=C/C(=O)/C=C/C2=CC=CC=C2.[Pd].[Pd] (tris(dibenzylideneacetone)dipalladium), [C-]#N.[Zn+2].[C-]#N (zinc cyanide), [C-]#N.[Zn+2].[C-]#N (zinc cyanide), C1(=CC=CC=C1)P(C1=CC=CC=C1)[C-]1C=CC=C1.[C-]1(C=CC=C1)P(C1=CC=CC=C1)C1=CC=CC=C1.[Fe+2] (bis(diphenylphosphino)ferrocene), C=1C=CC(=CC1)/C=C/C(=O)/C=C/C2=CC=CC=C2.C=1C=CC(=CC1)/C=C/C(=O)/C=C/C2=CC=CC=C2.C=1C=CC(=CC1)/C=C/C(=O)/C=C/C2=CC=CC=C2.[Pd].[Pd] (tris(dibenzylideneacetone)dipalladium). Yields the product O=C1NC(CCC1N1C(C2=CC=C(C=C2C1)C#N)=O)=O (2-(2,6-dioxo-piperidin-3-yl)-1-oxo-2,3-dihydro-1H-isoindole-5-carbonitrile). Reactants: BrC=1C=C2CN(C(C2=CC1)=O)C1C(NC(CC1)=O)=O (3-(5-bromo-1-oxo-1,3-dihydro-isoindol-2-yl)-piperidine-2,6-dione), CN(C)C=O (DMF). As a reaction SMILES: Br[C:2]1[CH:3]=[C:4]2[C:8](=[CH:9][CH:10]=1)[C:7](=[O:11])[N:6]([CH:12]1[CH2:17][CH2:16][C:15](=[O:18])[NH:14][C:13]1=[O:19])[CH2:5]2.[CH3:20][N:21](C=O)C>C1(P([C-]2C=CC=C2)C2C=CC=CC=2)C=CC=CC=1.[C-]1(P(C2C=CC=CC=2)C2C=CC=CC=2)C=CC=C1.[Fe+2].C1C=CC(/C=C/C(/C=C/C2C=CC=CC=2)=O)=CC=1.C1C=CC(/C=C/C(/C=C/C2C=CC=CC=2)=O)=CC=1.C1C=CC(/C=C/C(/C=C/C2C=CC=CC=2)=O)=CC=1.[Pd].[Pd].[C-]#N.[Zn+2].[C-]#N>[O:19]=[C:13]1[CH:12]([N:6]2[CH2:5][C:4]3[C:8](=[CH:9][CH:10]=[C:2]([C:20]#[N:21])[CH:3]=3)[C:7]2=[O:11])[CH2:17][CH2:16][C:15](=[O:18])[NH:14]1 |f:2.3.4,5.6.7.8.9,10.11.12|. Reactants: S1C=C(C2=C1C=CC=C2)S(=O)(=O)Cl (benzothiophene-3-sulfonyl chloride), C(C)(C)(C)N (tert-butyl amine), ice. Solvent: O1CCCC1 (tetrahydrofuran). The product is C(C)(C)(C)NS(=O)(=O)C1=CSC2=C1C=CC=C2 (N-tert-Butylbenzothiophene-3-sulfonamide). As a reaction SMILES: [C:1]([NH2:5])([CH3:4])([CH3:3])[CH3:2].[S:6]1[C:10]2[CH:11]=[CH:12][CH:13]=[CH:14][C:9]=2[C:8]([S:15](Cl)(=[O:17])=[O:16])=[CH:7]1>O1CCCC1>[C:1]([NH:5][S:15]([C:8]1[C:9]2[CH:14]=[CH:13][CH:12]=[CH:11][C:10]=2[S:6][CH:7]=1)(=[O:16])=[O:17])([CH3:4])([CH3:3])[CH3:2]. Procedure: To 25 g of tert-butyl amine in 100 ml of dry tetrahydrofuran was added dropwise with cooling 34 g of benzothiophene-3-sulfonyl chloride. The reaction mixture was allowed to come to room temperature and then poured into 200 g of ice. The phases were separated and the organic portion was washed with water, dried over magnesium sulfate and evaporated in vacuo. The residue thus obtained melted at 146°-148° after recrystallization from alcohol. It showed an absorption peak by NMR at 1.34 δ (singlet),... Reported procedure: To a suspension of lithium aluminum hydride (2.0 g, 53 mmol) in anhydrous ether (300 ml) was added a solution of methyl-2-methylpyridine carboxylate (8.14 g, 53.8 mmol) in 100 ml anhydrous ether over 20 min. The reaction mixture was stirred 1.5 h at room temp. and the treated carefully in succession with 2 ml of water, 2 ml of 15% aqueous sodium hydroxide, and 6 ml of water. The white slurry was stirred 1 h at room temp. and then filtered through Celite. After several washings with ether, the co... Reaction conditions: time 1.5 hour. Starting materials: COC(=O)C1(NC=CC=C1)C (methyl-2-methylpyridine carboxylate), CCOCC (ether), [H-].[Al+3].[Li+].[H-].[H-].[H-] (lithium aluminum hydride), CCOCC (ether), O (water), [OH-].[Na+] (sodium hydroxide), O (water). Product: OCC=1C(=NC=CC1)C (3-hydroxymethy-2-methylpyridine). RXN SMILES: [H-].[Al+3].[Li+].[H-].[H-].[H-].COC([C:11]1([CH3:17])[CH:16]=[CH:15][CH:14]=[CH:13][NH:12]1)=O.O.[OH-].[Na+].C[CH2:22][O:23]CC>>[OH:23][CH2:22][C:16]1[C:11]([CH3:17])=[N:12][CH:13]=[CH:14][CH:15]=1 |f:0.1.2.3.4.5,8.9|. Reactants: ClC1=CC=C(C=C1)S(=O)(=O)Cl (4-chlorobenzenesulfonyl chloride), [N-]=[N+]=[N-].[Na+] (sodium azide). The solvent is O1CCCC1 (tetrahydrofuran), O (water), O (water). Reaction conditions: time 8 hour. Product: ClC1=CC=C(C=C1)S(=O)(=O)N=[N+]=[N-] (4-chlorobenzenesulfonyl azide). Isolated yield 78.4%. Reaction SMILES: [Cl:1][C:2]1[CH:7]=[CH:6][C:5]([S:8](Cl)(=[O:10])=[O:9])=[CH:4][CH:3]=1.[N-:12]=[N+:13]=[N-:14].[Na+]>O1CCCC1.O>[Cl:1][C:2]1[CH:7]=[CH:6][C:5]([S:8]([N:12]=[N+:13]=[N-:14])(=[O:10])=[O:9])=[CH:4][CH:3]=1 |f:1.2|. Reported procedure: To a solution of 4-chlorobenzenesulfonyl chloride (5.28 g) in tetrahydrofuran (25 mL) was added a solution of sodium azide (1.79 g) in water (12.5 mL) and the mixture was stirred at room temperature overnight. To the reaction mixture was added water and the mixture was extracted with ethyl acetate. The organic layer was dried over magnesium sulfate and filtered. The filtrate was concentrated in vacuo to give 4-chlorobenzenesulfonyl azide (4.27 g, yield: 78%) as a colorless liquid. Reactants: ClC1=NC=CC(=C1)I (2-chloro-4-iodopyridine), NN (hydrazine). Run at temperature 70 celsius. The product is N(N)C1=NC=CC(=C1)I (2-Hydrazinyl-4-iodopyridine). Reaction SMILES: Cl[C:2]1[CH:7]=[C:6]([I:8])[CH:5]=[CH:4][N:3]=1.[NH2:9][NH2:10]>>[NH:9]([C:2]1[CH:7]=[C:6]([I:8])[CH:5]=[CH:4][N:3]=1)[NH2:10]. Procedure details: A mixture of 2-chloro-4-iodopyridine (5000 mg, 20.88 mmol) (commercially available from Frontier Scientific, Inc., Logan Utah) and anhydrous hydrazine (32.8 mL, 1045 mmol, commercially available from Sigma-Aldrich, Milwaukee, Wis.) was heated at 70° C. for 30 minutes. LC-MS indicated complete conversion to desired product. The reaction mixture was concentrated under vacuum, and the solid was washed with water (3×15 mL) and air dried. The gray colored solid was used directly without further purif...